The task is: describe an organic reaction: reactants, conditions, products, and yield. This data is from the Open Reaction Database (ORD), a public repository of structured organic reaction records. The reactants are CN1CCOCC1 (4-methyl-morpholine), C(C)#N (acetonitrile), C(C1=CC=CC=C1)(C1=CC=CC=C1)(C1=CC=CC=C1)O[C@H](C(=O)O)C ((S)-2-trityloxy-propionic acid), Cl.COC([C@@H](N)CS)=O (L-cysteine methyl ester hydrochloride), N-(3-dimethyl-aminopropyl)-N'-ethylcarbodiimide hydrochloride, C(C)#N (acetonitrile). Run at time 3 hour. Product: COC([C@H](CS)NC([C@H](COC(C1=CC=CC=C1)(C1=CC=CC=C1)C1=CC=CC=C1)C)=O)=O ((R)-3-mercapto-2-[(S)-2-methyl-3-trityloxy-propionylamino]-propionic acid methyl ester). As a reaction SMILES: [C:1]([O:20][C@@H:21](C)C(O)=O)([C:14]1[CH:19]=[CH:18][CH:17]=[CH:16][CH:15]=1)([C:8]1[CH:13]=[CH:12][CH:11]=[CH:10][CH:9]=1)[C:2]1[CH:7]=[CH:6][CH:5]=[CH:4][CH:3]=1.Cl.[CH3:27][O:28][C:29](=[O:34])[C@H:30]([CH2:32][SH:33])[NH2:31].CN1CC[O:39][CH2:38]C1.[C:42](#N)[CH3:43]>>[CH3:27][O:28][C:29](=[O:34])[C@@H:30]([NH:31][C:38](=[O:39])[C@@H:42]([CH3:43])[CH2:21][O:20][C:1]([C:2]1[CH:7]=[CH:6][CH:5]=[CH:4][CH:3]=1)([C:8]1[CH:9]=[CH:10][CH:11]=[CH:12][CH:13]=1)[C:14]1[CH:19]=[CH:18][CH:17]=[CH:16][CH:15]=1)[CH2:32][SH:33] |f:1.2|. Procedure details: To a suspension of 9.97 g of (S)-2-trityloxy-propionic acid, 5.60 g of L-cysteine methyl ester hydrochloride and 6.6 g of N-(3-dimethyl-aminopropyl)-N'-ethylcarbodiimide hydrochloride in 50 ml acetonitrile was added over 10 min a solution of 6.9 g of 4-methyl-morpholine in 50 ml of acetonitrile. The mixture was stirred at room temperature for 3 h and then partitioned between water and ethyl acetate. The organic layer was washed with brine, dried over magnesium sulfate and evaporated in vacuo. Th...